describe an organic reaction: reactants, conditions, products, and yield From a dataset of the Open Reaction Database (ORD), a public repository of structured organic reaction records. The reactants are [I-].[K+] (potassium iodide), C(C)(=O)Cl (acetyl chloride), BrCC=1CS[C@H]2N(C1C(=O)OCC(Cl)(Cl)Cl)C([C@H]2NC=O)=O (2,2,2-trichloroethyl 3-bromomethyl-7β-formamidoceph-3-em-4-carboxylate), 1β-oxide, C(C)(=O)[O-].[K+] (potassium acetate), M-sodium thiosulphate. The solvent is C(Cl)Cl (methylene chloride), O (water), CN(C=O)C (N,N-dimethylformamide), C(C)(=O)O (acetic acid). Yields the product C(C)(=O)OCC=1CS[C@H]2N(C1C(=O)OCC(Cl)(Cl)Cl)C([C@H]2NC=O)=O (2,2,2-trichloroethyl 3-acetoxymethyl-7β-formamidoceph-3-em-4-carboxylate). Yield: 64.0%. RXN SMILES: Br[CH2:2][C:3]1[CH2:4][S:5][C@@H:6]2[C@H:18]([NH:19][CH:20]=[O:21])[C:17](=[O:22])[N:7]2[C:8]=1[C:9]([O:11][CH2:12][C:13]([Cl:16])([Cl:15])[Cl:14])=[O:10].[C:23]([O-:26])(=[O:25])[CH3:24].[K+].[I-].[K+].C(Cl)(=O)C>C(Cl)Cl.O.CN(C)C=O.C(O)(=O)C>[C:23]([O:26][CH2:2][C:3]1[CH2:4][S:5][C@@H:6]2[C@H:18]([NH:19][CH:20]=[O:21])[C:17](=[O:22])[N:7]2[C:8]=1[C:9]([O:11][CH2:12][C:13]([Cl:16])([Cl:15])[Cl:14])=[O:10])(=[O:25])[CH3:24] |f:1.2,3.4|. Reported procedure: Glacial acetic acid (5 ml) and N,N-dimethylformamide (125 ml) were added to a mixture of 2,2,2-trichloroethyl 3-bromomethyl-7β-formamidoceph-3-em-4-carboxylate, 1β-oxide (17.715 g, 25 mmole) and potassium acetate (12.25 g, ca. 125 mmole). The resulting mixture which darkened rapidly was stirred at ca. 20° for 1 hour when potassium iodide (30 g, 180 mmole) and acetyl chloride (13 ml, 0.183 mole) were added with stirring. The temperature of the reaction mixture rose to ca. 50°. After stirring for ... Starting materials: S1C(=CC=C1)CC1C(C1)C(C)(C)O (2-(2-thiophen-2-ylmethyl-cyclopropyl)-propan-2-ol), ClC1=NC(=NC=C1)NC1CC(NC(C1)(C)C)(C)C ((4-chloro-pyrimidin-2-yl)-(2,2,6,6-tetramethyl-piperidin-4-yl)-amine). Product: CC1(NC(CC(C1)NC1=NC=CC(=N1)C1=CC=C(S1)CC1C(C1)C(C)(C)O)(C)C)C (2-(2-{5-[2-(2,2,6,6-Tetramethyl-piperidin-4-ylamino)-pyrimidin-4-yl]-thiophen-2-ylmethyl}-cyclopropyl)-propan-2-ol). The yield is 20.0%. Reaction SMILES: [S:1]1[CH:5]=[CH:4][CH:3]=[C:2]1[CH2:6][CH:7]1[CH2:9][CH:8]1[C:10]([OH:13])([CH3:12])[CH3:11].Cl[C:15]1[CH:20]=[CH:19][N:18]=[C:17]([NH:21][CH:22]2[CH2:27][C:26]([CH3:29])([CH3:28])[NH:25][C:24]([CH3:31])([CH3:30])[CH2:23]2)[N:16]=1>>[CH3:28][C:26]1([CH3:29])[CH2:27][CH:22]([NH:21][C:17]2[N:16]=[C:15]([C:5]3[S:1][C:2]([CH2:6][CH:7]4[CH2:9][CH:8]4[C:10]([OH:13])([CH3:11])[CH3:12])=[CH:3][CH:4]=3)[CH:20]=[CH:19][N:18]=2)[CH2:23][C:24]([CH3:31])([CH3:30])[NH:25]1. Reported procedure: The title compound was prepared analogous to Method C, starting from 2-(2-thiophen-2-ylmethyl-cyclopropyl)-propan-2-ol and (4-chloro-pyrimidin-2-yl)-(2,2,6,6-tetramethyl-piperidin-4-yl)-amine. Yield: 20%. Starting materials: Cc1cc(Br)ccc1C(=O)O, Cc1cc(C2CC2)cnc1N1CCNCC1. Product: Cc1cc(Br)ccc1C(=O)N1CCN(c2ncc(C3CC3)cc2C)CC1. RXN SMILES: [Br:1][c:2]1[cH:3][c:4]([CH3:11])[c:5]([C:6](=[O:7])[OH:8])[cH:9][cH:10]1.[CH:12]1([c:15]2[cH:16][c:17]([CH3:27])[c:18]([N:21]3[CH2:22][CH2:23][NH:24][CH2:25][CH2:26]3)[n:19][cH:20]2)[CH2:13][CH2:14]1>>[Br:1][c:2]1[cH:3][c:4]([CH3:11])[c:5]([C:6](=[O:8])[N:24]2[CH2:23][CH2:22][N:21]([c:18]3[c:17]([CH3:27])[cH:16][c:15]([CH:12]4[CH2:13][CH2:14]4)[cH:20][n:19]3)[CH2:26][CH2:25]2)[cH:9][cH:10]1. Starting materials: CC(=O)N1CCC(C(=O)O)CC1, Cl, Cc1cc(C2CNCCC2N(C)C(=O)c2cc(C(F)(F)F)cc(C(F)(F)F)c2)ccc1F. Yields the product CC(=O)N1CCC(C(=O)N2CCC(N(C)C(=O)c3cc(C(F)(F)F)cc(C(F)(F)F)c3)C(c3ccc(F)c(C)c3)C2)CC1. As a reaction SMILES: [C:34]([CH3:35])(=[O:36])[N:37]1[CH2:38][CH2:39][CH:40]([C:43](=[O:44])[OH:45])[CH2:41][CH2:42]1.[ClH:1].[F:2][c:3]1[c:4]([CH3:33])[cH:5][c:6]([CH:9]2[CH2:10][NH:11][CH2:12][CH2:13][CH:14]2[N:15]([C:16]([c:17]2[cH:18][c:19]([C:27]([F:28])([F:29])[F:30])[cH:20][c:21]([C:23]([F:24])([F:25])[F:26])[cH:22]2)=[O:31])[CH3:32])[cH:7][cH:8]1>>[F:2][c:3]1[c:4]([CH3:33])[cH:5][c:6]([CH:9]2[CH2:10][N:11]([C:43]([CH:40]3[CH2:39][CH2:38][N:37]([C:34]([CH3:35])=[O:36])[CH2:42][CH2:41]3)=[O:44])[CH2:12][CH2:13][CH:14]2[N:15]([C:16]([c:17]2[cH:18][c:19]([C:27]([F:28])([F:29])[F:30])[cH:20][c:21]([C:23]([F:24])([F:25])[F:26])[cH:22]2)=[O:31])[CH3:32])[cH:7][cH:8]1. Reactants: [Cl-].[NH4+] (Ammonium chloride), NC1=NC(=C(N=C1C=O)Cl)Cl (2-amino-5,6-dichloro-3-formylpyrazine), CCOCC (ether), CCOCC (ether), C[Mg]Br (methyl magnesium bromide). Run in O1CCCC1 (tetrahydrofuran). Conditions: time 0.25 hour. Product: NC1=NC(=C(N=C1C(C)O)Cl)Cl (2-Amino-5,6-dichloro-3-(1-hydroxyethyl)pyrazine). Reaction SMILES: [NH2:1][C:2]1[C:7]([CH:8]=[O:9])=[N:6][C:5]([Cl:10])=[C:4]([Cl:11])[N:3]=1.[CH3:12]COCC.C[Mg]Br.[Cl-].[NH4+]>O1CCCC1>[NH2:1][C:2]1[C:7]([CH:8]([OH:9])[CH3:12])=[N:6][C:5]([Cl:10])=[C:4]([Cl:11])[N:3]=1 |f:3.4|. Procedure details: In 3 ml of tetrahydrofuran there was dissolved 2-amino-5,6-dichloro-3-formylpyrazine (144 mg; 0.75 mM) prepared as in Example 1, Step B above, and then 2 ml of ether was added. The reaction mixture was cooled in a dry ice/acetone bath, and methyl magnesium bromide (0.75 ml of 11% solution in ether; 0.75 mM) was then added dropwise over 10 minutes. The reaction mixture was stirred for 0.25 hour at the cooled temperature, allowed to gradually warm to room temperature, and then stirred an additiona... Reactants: CCNC(=O)c1ccc(C)c(-c2ccc3c(C4=CCN(C(=O)OC(C)(C)C)CC4)n[nH]c3c2)c1, ClCCl, O=C(O)C(F)(F)F. As a reaction SMILES: [CH2:1]([CH3:2])[NH:3][C:4](=[O:5])[c:6]1[cH:7][cH:8][c:9]([CH3:34])[c:10](-[c:12]2[cH:13][cH:14][c:15]3[c:16]([C:21]4=[CH:26][CH2:25][N:24]([C:27]([O:28][C:29]([CH3:30])([CH3:31])[CH3:32])=[O:33])[CH2:23][CH2:22]4)[n:17][nH:18][c:19]3[cH:20]2)[cH:11]1.[Cl:42][CH2:43][Cl:44].[OH:35][C:36]([C:37]([F:38])([F:39])[F:40])=[O:41]>>[CH2:1]([CH3:2])[NH:3][C:4](=[O:5])[c:6]1[cH:7][cH:8][c:9]([CH3:34])[c:10](-[c:12]2[cH:13][cH:14][c:15]3[c:16]([C:21]4=[CH:26][CH2:25][NH:24][CH2:23][CH2:22]4)[n:17][nH:18][c:19]3[cH:20]2)[cH:11]1. The product is CCNC(=O)c1ccc(C)c(-c2ccc3c(C4=CCNCC4)n[nH]c3c2)c1. Starting materials: C(C)(C)(C)OC(=O)N1CC(CC1)OC1=C(N=CC2=C1C1=C(N2)N=CC(=C1)Br)C#N (3-(3-bromo-6-cyano-9H-dipyrido[2,3-b;4′,3′-d]pyrrol-5-yloxy)-pyrrolidine-1-carboxylic acid tert-butyl ester), CN1N=CC(=C1)B1OC(C(O1)(C)C)(C)C (1-methyl-4-(4,4,5,5-tetramethyl-[1,3,2]dioxaborolan-2-yl)-1H-pyrazole), [F-].[K+] (potassium fluoride). Reagents/catalysts: C1=CC=C(C=C1)P([C-]2C=CC=C2)C3=CC=CC=C3.C1=CC=C(C=C1)P([C-]2C=CC=C2)C3=CC=CC=C3.Cl[Pd]Cl.[Fe+2] ([1,1′-bis(diphenylphosphino)ferrocene]dichloropalladium(II)). Run in O (water), C([O-])([O-])=O.[Na+].[Na+] (sodium carbonate), C(C)#N (acetonitrile). Reaction conditions: temperature 130 celsius. Yields the product C(C)(C)(C)OC(=O)N1CC(CC1)OC1=C(N=CC2=C1C1=C(N2)N=CC(=C1)C=1C=NN(C1)C)C#N (3-[6-Cyano-3-(1-methyl-1H-pyrazol-4-yl)-9H-dipyrido[2,3-b;4′,3′-d]pyrrol-5-yloxy]-pyrrolidine-1-carboxylic acid tert-butyl ester). Isolated yield 30.5%. As a reaction SMILES: [C:1]([O:5][C:6]([N:8]1[CH2:12][CH2:11][CH:10]([O:13][C:14]2[C:19]3[C:20]4[CH:26]=[C:25](Br)[CH:24]=[N:23][C:21]=4[NH:22][C:18]=3[CH:17]=[N:16][C:15]=2[C:28]#[N:29])[CH2:9]1)=[O:7])([CH3:4])([CH3:3])[CH3:2].[CH3:30][N:31]1[CH:35]=[C:34](B2OC(C)(C)C(C)(C)O2)[CH:33]=[N:32]1.[F-].[K+]>C(#N)C.O.C(=O)([O-])[O-].[Na+].[Na+].C1C=CC(P(C2C=CC=CC=2)[C-]2C=CC=C2)=CC=1.C1C=CC(P(C2C=CC=CC=2)[C-]2C=CC=C2)=CC=1.Cl[Pd]Cl.[Fe+2]>[C:1]([O:5][C:6]([N:8]1[CH2:12][CH2:11][CH:10]([O:13][C:14]2[C:19]3[C:20]4[CH:26]=[C:25]([C:34]5[CH:33]=[N:32][N:31]([CH3:30])[CH:35]=5)[CH:24]=[N:23][C:21]=4[NH:22][C:18]=3[CH:17]=[N:16][C:15]=2[C:28]#[N:29])[CH2:9]1)=[O:7])([CH3:4])([CH3:3])[CH3:2] |f:2.3,6.7.8,9.10.11.12|. Procedure details: A degassed mixture of 3-(3-bromo-6-cyano-9H-dipyrido[2,3-b;4′,3′-d]pyrrol-5-yloxy)-pyrrolidine-1-carboxylic acid tert-butyl ester (160 mg, 0.20 mmol), 1-methyl-4-(4,4,5,5-tetramethyl-[1,3,2]dioxaborolan-2-yl)-1H-pyrazole (54 mg, 0.26 mmol), [1,1′-bis(diphenylphosphino)ferrocene]dichloropalladium(II) (20 mg, 0.026 mmol) in 1N aqueous potassium fluoride (0.60 mL, 0.60 mmol) and acetonitrile (0.60 mL) was heated at 130° C. under microwave irradiation for 30 minutes. The reaction mixture was allowed... Starting materials: CC1OC(OCC1)CNC (N-(4-methyl-1,3-dioxan-2-ylmethyl)-methylamine), CN(S(=O)(=O)C1=NN=C(S1)N=C=O)C (5-(N,N-dimethylaminosulfonyl)-1,3,4-thiadiazol-2-yl isocyanate). Run in C(Cl)(Cl)Cl (chloroform). Conditions: time 2 hour. Product: CN(S(=O)(=O)C1=NN=C(S1)NC(=O)N(C)CC1OCCC(O1)C)C (N-[5-(N,N-dimethylaminosulfonyl)-1,3,4-thiadiazol-2-yl]-N'-(4-methyl-1,3-dioxan-2-ylmethyl)-N'-methylurea). As a reaction SMILES: [CH3:1][CH:2]1[CH2:7][CH2:6][O:5][CH:4]([CH2:8][NH:9][CH3:10])[O:3]1.[CH3:11][N:12]([CH3:24])[S:13]([C:16]1[S:20][C:19]([N:21]=[C:22]=[O:23])=[N:18][N:17]=1)(=[O:15])=[O:14]>C(Cl)(Cl)Cl>[CH3:11][N:12]([CH3:24])[S:13]([C:16]1[S:20][C:19]([NH:21][C:22]([N:9]([CH2:8][CH:4]2[O:3][CH:2]([CH3:1])[CH2:7][CH2:6][O:5]2)[CH3:10])=[O:23])=[N:18][N:17]=1)(=[O:15])=[O:14]. Procedure details: N-(4-methyl-1,3-dioxan-2-ylmethyl)-methylamine (6 grams), 5-(N,N-dimethylaminosulfonyl)-1,3,4-thiadiazol-2-yl isocyanate dimer (6 grams) and chloroform (20 ml) were charged into a glass reaction vessel and stirred at room temperature for a period of about 2 hours. The solvent was then stripped off on a rotary evaporator and the residue treated with a mixture of diethyl ethyl (100 ml)/water (50 ml). The ether, layer was isolated and dried. Ether was stripped off an a rotary evaporator to yield th... The reactants are [BH4-], CC(=O)c1c(F)cc(Br)cc1F, CCO, CC(C)[O-], CC(C)[O-], CC(C)[O-], CC(C)[O-], N, [NH4+], [Na+], [OH-], [Ti+4]. Yields the product CC(N)c1c(F)cc(Br)cc1F. Reaction SMILES: [BH4-:14].[Br:1][c:2]1[cH:3][c:4]([F:12])[c:5]([C:9]([CH3:10])=[O:11])[c:6]([F:8])[cH:7]1.[CH3:18][CH2:19][OH:20].[CH3:21][CH:22]([CH3:23])[O-:24].[CH3:26][CH:27]([CH3:28])[O-:29].[CH3:30][CH:31]([CH3:32])[O-:33].[CH3:34][CH:35]([CH3:36])[O-:37].[NH3:13].[NH4+:16].[Na+:15].[OH-:17].[Ti+4:25]>>[Br:1][c:2]1[cH:3][c:4]([F:12])[c:5]([CH:9]([CH3:10])[NH2:13])[c:6]([F:8])[cH:7]1. Yields the product Cl, CC(Oc1ccc(-c2nc(-c3ccn4cc(CC(=O)O)nc4c3)no2)cc1C(F)(F)F)C(F)(F)F. Starting materials: C1CCOC1, CCOC(C)=O, CCOC(C)=O, Cl, Cl, CCOC(=O)Cc1cn2ccc(-c3noc(-c4ccc(OC(C)C(F)(F)F)c(C(F)(F)F)c4)n3)cc2n1, [Na+], [OH-]. Reaction SMILES: [CH2:48]1[O:49][CH2:50][CH2:51][CH2:52]1.[CH3:42][CH2:43][O:44][C:45]([CH3:46])=[O:47].[CH3:53][CH2:54][O:55][C:56]([CH3:57])=[O:58].[ClH:40].[ClH:41].[F:1][C:2]([c:3]1[cH:4][c:5](-[c:16]2[n:17][c:18](-[c:21]3[cH:22][c:23]4[n:24]([cH:25][cH:26]3)[cH:27][c:28]([CH2:30][C:31](=[O:32])[O:33][CH2:34][CH3:35])[n:29]4)[n:19][o:20]2)[cH:6][cH:7][c:8]1[O:9][CH:10]([C:11]([F:12])([F:13])[F:14])[CH3:15])([F:36])[F:37].[Na+:39].[OH-:38]>>[ClH:40].[F:1][C:2]([c:3]1[cH:4][c:5](-[c:16]2[n:17][c:18](-[c:21]3[cH:22][c:23]4[n:24]([cH:25][cH:26]3)[cH:27][c:28]([CH2:30][C:31](=[O:32])[OH:33])[n:29]4)[n:19][o:20]2)[cH:6][cH:7][c:8]1[O:9][CH:10]([C:11]([F:12])([F:13])[F:14])[CH3:15])([F:36])[F:37].